This data is from the Open Reaction Database (ORD), a public repository of structured organic reaction records. The task is: describe an organic reaction: reactants, conditions, products, and yield Reactants: C([O-])([O-])=O.[Ca+2] (calcium carbonate), P(O)(O)(O)=O (phosphoric acid). The solvent is O (water). Yields the product P(=O)([O-])([O-])[O-].[Ca+2].P(=O)([O-])([O-])[O-].[Ca+2].[Ca+2] (calcium phosphate). RXN SMILES: C(=O)([O-])[O-].[Ca+2:5].[P:6](=[O:10])([OH:9])([OH:8])[OH:7]>O>[P:6]([O-:10])([O-:9])([O-:8])=[O:7].[Ca+2:5].[P:6]([O-:10])([O-:9])([O-:8])=[O:7].[Ca+2:5].[Ca+2:5] |f:0.1,4.5.6.7.8|. Reported procedure: For example, an aqueous-suspension of calcium carbonate as a support and a dilute aqueous solution of phosphoric acid are mixed in water so that an atomic ratio of Ca/P becomes not more than 33.3 under the following mixing conditions. The mixture is then aged under the following conditions to obtain an aqueous slurry of a calcium phosphate compound, followed by dehydration or without dehydration, drying under drying conditions at not higher than 700° C., and crushing. Starting materials: C(C)(=O)OO (Peroxyacetic acid), CN1CC[C@]23C4=C5C=CC(=C4O[C@H]2C(=CC=C3[C@H]1C5)OC)O (oripavine), H2C2O4. The solvent is CC(=O)O.O (HOAc H2O). Reaction conditions: temperature 25 celsius, time 30 minute. Product: CN1CC[C@]23[C@@H]4C(=O)C=C[C@]2([C@@H]1CC5=C3C(=C(C=C5)O)O4)O (14-hydroxymorphinone). As a reaction SMILES: [CH3:1][N:2]1[C@@H:18]2[CH2:19][C:7]3[CH:8]=[CH:9][C:10]([OH:22])=[C:11]4[O:12][C@H:13]5[C:14]([O:20]C)=[CH:15][CH:16]=[C:17]2[C@:5]5([C:6]=34)[CH2:4][CH2:3]1.C(OO)(=[O:25])C>CC(O)=O.O>[CH3:1][N:2]1[C@H:18]2[CH2:19][C:7]3[CH:8]=[CH:9][C:10]([OH:22])=[C:11]4[O:12][C@H:13]5[C:14]([CH:15]=[CH:16][C@:17]2([OH:25])[C@:5]5([C:6]=34)[CH2:4][CH2:3]1)=[O:20] |f:2.3|. Reported procedure: To a 200 mL flask, dried oripavine (10.00 g, 95% wt/wt %) was dissolved in HOAc/H2O (1:4, 100 mL) and cooled to 5° C. to 10° C. Peroxyacetic acid, CH3CO3H, (9.1 mL, 32% wt/wt %) was added over 3 minutes and the reaction mixture was stirred at 5° C. to 10° C. for 30 minutes. HPLC data showed that the reaction was completed. The reaction mixture was allowed to warm to 25° C. for 30 minutes. H2C2O4 (3.0 g) was added to the reaction mixture, and was stirred at room temperature for 30 minutes and the... Reactants: CN(C)C=O, CI, CC(=O)Nc1cccc(-c2ccc(Cl)nn2)c1, [H-], [Na+], O. Product: CC(=O)N(C)c1cccc(-c2ccc(Cl)nn2)c1. As a reaction SMILES: [CH3:20][N:21]([CH3:22])[CH:23]=[O:24].[CH3:25][I:26].[Cl:1][c:2]1[cH:3][cH:4][c:5](-[c:8]2[cH:9][c:10]([NH:14][C:15]([CH3:16])=[O:17])[cH:11][cH:12][cH:13]2)[n:6][n:7]1.[H-:18].[Na+:19].[OH2:27]>>[Cl:1][c:2]1[cH:3][cH:4][c:5](-[c:8]2[cH:9][c:10]([N:14]([C:15]([CH3:16])=[O:17])[CH3:20])[cH:11][cH:12][cH:13]2)[n:6][n:7]1.